Dataset: the Open Reaction Database (ORD), a public repository of structured organic reaction records. Task: describe an organic reaction: reactants, conditions, products, and yield The reactants are CC(=O)OC1CC(C)c2c1ncnc2N1CCN(C(=O)OC(C)(C)C)CC1C, C1CCOC1, [Li+], [OH-]. Product: CC1CC(O)c2ncnc(N3CCN(C(=O)OC(C)(C)C)CC3C)c21. Reaction SMILES: [C:1](=[O:2])([CH3:3])[O:4][CH:5]1[CH2:6][CH:7]([CH3:28])[c:8]2[c:9]1[n:10][cH:11][n:12][c:13]2[N:14]1[CH:15]([CH3:27])[CH2:16][N:17]([C:20](=[O:21])[O:22][C:23]([CH3:24])([CH3:25])[CH3:26])[CH2:18][CH2:19]1.[CH2:31]1[O:32][CH2:33][CH2:34][CH2:35]1.[Li+:30].[OH-:29]>>[OH:4][CH:5]1[CH2:6][CH:7]([CH3:28])[c:8]2[c:9]1[n:10][cH:11][n:12][c:13]2[N:14]1[CH:15]([CH3:27])[CH2:16][N:17]([C:20](=[O:21])[O:22][C:23]([CH3:24])([CH3:25])[CH3:26])[CH2:18][CH2:19]1. Reactants: BrC(Br)(Br)Br, CCCN(c1cc(CO)cc(Cl)n1)S(C)(=O)=O, ClCCl, c1ccc(P(c2ccccc2)c2ccccc2)cc1. Yields the product CCCN(c1cc(CBr)cc(Cl)n1)S(C)(=O)=O. Reaction SMILES: [C:18]([Br:19])([Br:20])([Br:21])[Br:22].[Cl:1][c:2]1[cH:3][c:4]([CH2:16][OH:17])[cH:5][c:6]([N:8]([S:9](=[O:10])(=[O:11])[CH3:12])[CH2:13][CH2:14][CH3:15])[n:7]1.[Cl:42][CH2:43][Cl:44].[c:23]1([P:24]([c:25]2[cH:26][cH:27][cH:28][cH:29][cH:30]2)[c:31]2[cH:32][cH:33][cH:34][cH:35][cH:36]2)[cH:37][cH:38][cH:39][cH:40][cH:41]1>>[Cl:1][c:2]1[cH:3][c:4]([CH2:16][Br:19])[cH:5][c:6]([N:8]([S:9](=[O:10])(=[O:11])[CH3:12])[CH2:13][CH2:14][CH3:15])[n:7]1.